The task is: describe an organic reaction: reactants, conditions, products, and yield. This data is from the Open Reaction Database (ORD), a public repository of structured organic reaction records. Starting materials: C1(=CC=CC=C1)CCCC(C(=O)OCC)CC1=CC=C(C=C1)OCCNC(C1=CC=C(C=C1)C1=NC=CC=C1)=O (ethyl 2-(3-phenylpropyl)-3-[4-[2-(4-pyridine-2-ylbenzoylamino)ethoxy]phenyl]propionate), product, [OH-].[Na+] (sodium hydroxide). Yields the product C1(=CC=CC=C1)CCCC(C(=O)O)CC1=CC=C(C=C1)OCCNC(C1=CC=C(C=C1)C1=NC=CC=C1)=O (2-(3-phenylpropyl)-3-[4-[2-(4-pyridine-2-ylbenzoylamino)ethoxy]phenyl]propionic acid). Isolated yield 49.7%. Reaction SMILES: [C:1]1([CH2:7][CH2:8][CH2:9][CH:10]([CH2:16][C:17]2[CH:22]=[CH:21][C:20]([O:23][CH2:24][CH2:25][NH:26][C:27](=[O:40])[C:28]3[CH:33]=[CH:32][C:31]([C:34]4[CH:39]=[CH:38][CH:37]=[CH:36][N:35]=4)=[CH:30][CH:29]=3)=[CH:19][CH:18]=2)[C:11]([O:13]CC)=[O:12])[CH:6]=[CH:5][CH:4]=[CH:3][CH:2]=1.[OH-].[Na+]>>[C:1]1([CH2:7][CH2:8][CH2:9][CH:10]([CH2:16][C:17]2[CH:22]=[CH:21][C:20]([O:23][CH2:24][CH2:25][NH:26][C:27](=[O:40])[C:28]3[CH:29]=[CH:30][C:31]([C:34]4[CH:39]=[CH:38][CH:37]=[CH:36][N:35]=4)=[CH:32][CH:33]=3)=[CH:19][CH:18]=2)[C:11]([OH:13])=[O:12])[CH:6]=[CH:5][CH:4]=[CH:3][CH:2]=1 |f:1.2|. Procedure details: In a similar manner to that described in Example 2, ethyl 2-(3-phenylpropyl)-3-[4-[2-(4-pyridine-2-ylbenzoylamino)ethoxy]phenyl]propionate (767 mg), which is the product of Example 3, was reacted with an aqueous sodium hydroxide solution (1N, 2.86 ml) and the reaction mixture was treated. The residue was crystallized from a mixture of diisopropyl ether and ethyl acetate to give the title compound (361 mg) as colorless crystals. Reactants: OCC1=CN=CS1 (5-hydroxymethyl thiazole), C(C)(=O)OCC (ethyl acetate), ClC(=O)OC1=CC=C(C=C1)[N+](=O)[O-] (4-nitrophenyl chloroformate), C(C)(=O)OCC (ethyl acetate), N1=CC=CC=C1 (pyridine), C(C)(=O)OCC (ethyl acetate). Solvent: C(C)O (ethanol). Run at temperature -5 celsius, time 1 hour. Product: C1=CC(=CC=C1[N+](=O)[O-])OC(=O)OCC2=CN=CS2 (((5-Thiazolyl)methyl)-(4-nitrophenyl)carbonate). As a reaction SMILES: Cl[C:2]([O:4][C:5]1[CH:10]=[CH:9][C:8]([N+:11]([O-:13])=[O:12])=[CH:7][CH:6]=1)=[O:3].C(OCC)(=O)C.N1C=CC=CC=1.[OH:26][CH2:27][C:28]1[S:32][CH:31]=[N:30][CH:29]=1>C(O)C>[CH:7]1[C:8]([N+:11]([O-:13])=[O:12])=[CH:9][CH:10]=[C:5]([O:4][C:2]([O:26][CH2:27][C:28]2[S:32][CH:31]=[N:30][CH:29]=2)=[O:3])[CH:6]=1. Procedure details: A solution comprising 21.0 Kg. (104 mole) 4-nitrophenyl chloroformate dissolved into 75 L ethyl acetate was prepared. The solution was cooled to -5° C. and 0.4 Kg (4 mole) of pyridine dissolved, into 18 L ethyl acetate, was added. The resulting slurry was stirred at -5°±5° C. After 1 hour, 5-hydroxymethyl thiazole 10.0 Kg (87 mole), (HMT) dissolved into 75 L ethyl acetate, was added over 30-40 minutes, maintaining the reaction mixture temperature at -5°±3° C. The resulting slurry was then warmed... Starting materials: O(C1=CC=CC=C1)C[C@@H](C)N ((R)-1-phenoxy-2-propylamine), C(C1=CC=CC=C1)(=O)O[C@H]1[C@@H](O[C@@H]([C@H]1OC(C1=CC=CC=C1)=O)COC(C1=CC=CC=C1)=O)N1C2=NC(=NC(=C2N=C1)Cl)Cl (9-(2,3,5-tri- O-benzoyl-β-D-ribofuranosyl)-2,6-dichloro-9H-purine), C(C)(C)N(CC)C(C)C (diisopropylethylamine). Run in O1CCOCC1 (dioxan). Run at time 18 hour. Product: ClC=1N=C(C=2N=CN([C@H]3[C@H](O)[C@H](O)[C@@H](CO)O3)C2N1)N[C@@H](COC1=CC=CC=C1)C (2-chloro- N-[(R)-1-phenoxy-2-propyl]adenosine). Yield: 53.5%. Reaction SMILES: [O:1]([CH2:8][C@H:9]([NH2:11])[CH3:10])[C:2]1[CH:7]=[CH:6][CH:5]=[CH:4][CH:3]=1.C([O:20][C@@H:21]1[C@H:25]([O:26]C(=O)C2C=CC=CC=2)[C@@H:24]([CH2:35][O:36]C(=O)C2C=CC=CC=2)[O:23][C@H:22]1[N:45]1[CH:53]=[N:52][C:51]2[C:46]1=[N:47][C:48]([Cl:55])=[N:49][C:50]=2Cl)(=O)C1C=CC=CC=1.C(N(C(C)C)CC)(C)C>O1CCOCC1>[Cl:55][C:48]1[N:49]=[C:50]([NH:11][C@H:9]([CH3:10])[CH2:8][O:1][C:2]2[CH:7]=[CH:6][CH:5]=[CH:4][CH:3]=2)[C:51]2[N:52]=[CH:53][N:45]([C:46]=2[N:47]=1)[C@@H:22]1[O:23][C@H:24]([CH2:35][OH:36])[C@@H:25]([OH:26])[C@H:21]1[OH:20]. Reported procedure: (R)-1-phenoxy-2-propylamine (4.3 g, 23 mmol) was reacted with 9-(2,3,5-tri- O-benzoyl-β-D-ribofuranosyl)-2,6-dichloro-9H-purine (11.2 g, 18 mmol) in dioxan (150 ml) in the presence of diisopropylethylamine (5.3 g, 41 mmol). The reaction mixture was stirred at room temperature for 18 h, heated at 50° C. for 4 h, and stirred at room temperature for 60 h before being filtered and evaporated. The product (after purification by flash chromatography) was debenzoylated with methanolic ammonia to provid... Reactants: C(C)OC(C1=C(C(=CC=C1[N+](=O)[O-])C=CN(C)C)[N+](=O)[O-])=O (3-(2-dimethylamino-vinyl)-2,6-dinitro-benzoic acid ethyl ester). Reagents/catalysts: [Ni] (Ni). The solvent is CCO (EtOH). Reaction conditions: time 2 hour. Product: C(C)OC(=O)C=1C(=CC=C2C=CNC12)N (6-amino-1H-indole-7-carboxylic acid ethyl ester), solid. Yield: 16.0%. Reaction SMILES: [CH2:1]([O:3][C:4](=[O:22])[C:5]1[C:10]([N+:11]([O-])=O)=[CH:9][CH:8]=[C:7]([CH:14]=[CH:15]N(C)C)[C:6]=1[N+:19]([O-])=O)[CH3:2]>CCO.[Ni]>[CH2:1]([O:3][C:4]([C:5]1[C:10]([NH2:11])=[CH:9][CH:8]=[C:7]2[C:6]=1[NH:19][CH:15]=[CH:14]2)=[O:22])[CH3:2]. Procedure: A mixture of 3-(2-dimethylamino-vinyl)-2,6-dinitro-benzoic acid ethyl ester (30 g, 0.097 mol) and Raney Ni (10 g) in EtOH (1000 mL) was stirred under H2 (50 psi) for 2 h. The catalyst was filtered off, and the filtrate was concentrated to dryness. The residue was purified by column chromatography on silica gel to give 6-amino-1H-indole-7-carboxylic acid ethyl ester (B-19) as an off-white solid (3.2 g, 16%). 1H NMR (DMSO-d6) δ 10.38 (s, 1H), 7.44-7.41 (d, J=8.7 Hz, 1H), 6.98 (t, 1H), 6.65 (s, 2H)...